From a dataset of the Open Reaction Database (ORD), a public repository of structured organic reaction records. describe an organic reaction: reactants, conditions, products, and yield Reactants: CC#N, CN(COC(=O)C(F)(F)F)[N+](=O)[O-], CN(CO)[N+](=O)[O-]. Product: CN(COCN(C)[N+](=O)[O-])[N+](=O)[O-]. As a reaction SMILES: [CH3:21][C:22]#[N:23].[F:8][C:9]([F:10])([F:11])[C:12]([O:19][CH2:13][N:14]([CH3:15])[N+:16](=[O:17])[O-:18])=[O:20].[OH:1][CH2:2][N:3]([CH3:4])[N+:5](=[O:6])[O-:7]>>[O:1]([CH2:2][N:3]([CH3:4])[N+:5](=[O:6])[O-:7])[CH2:13][N:14]([CH3:15])[N+:16](=[O:17])[O-:18]. Starting materials: [N+](=O)([O-])C=1C=CC2=C(N3C(CO2)=NC(=C3)C(=O)OC)C1 (methyl 8-nitro-4H-imidazo-[2,1-c][1,4]-benzoxazine-2-carboxylate), [OH-].[Na+] (sodium hydroxide), stannous chloride. The solvent is C(C)(=O)O (acetic acid), Cl (hydrochloric acid). Reaction conditions: temperature 40 celsius. Product: NC=1C=CC2=C(N3C(CO2)=NC(=C3)C(=O)OC)C1 (methyl 8-amino-4H-imidazo-[2,1-c][1,4]-benzoxazine-2-carboxylate). The yield is 61.2%. RXN SMILES: [N+:1]([C:4]1[CH:5]=[CH:6][C:7]2[O:12][CH2:11][C:10]3=[N:13][C:14]([C:16]([O:18][CH3:19])=[O:17])=[CH:15][N:9]3[C:8]=2[CH:20]=1)([O-])=O.[OH-].[Na+]>C(O)(=O)C.Cl>[NH2:1][C:4]1[CH:5]=[CH:6][C:7]2[O:12][CH2:11][C:10]3=[N:13][C:14]([C:16]([O:18][CH3:19])=[O:17])=[CH:15][N:9]3[C:8]=2[CH:20]=1 |f:1.2|. Reported procedure: 5.0 g (0.018 mole) of methyl 8-nitro-4H-imidazo-[2,1-c][1,4]-benzoxazine-2-carboxylate were suspended in a mixture of 20 ml of acetic acid and 15 ml of concentrated hydrochloric acid and to the solution thus obtained were added 15 g (0.055 mole) of stannous chloride. The mixture obtained was stirred and warmed to 40° C. After about an hour, a crystalline product started to appear and the mixture was then cooled for two hours in an ice bath. The product (chlorostannate salt) was filtered off and ... Reactants: FC(C1=CC=2N(C3=CC=CC=C3SC2C=C1)CCCCl)(F)F (2-trifluoromethyl-10-(3-chloropropyl)-phenothiazine), crystals, N1CCC(CC1)OCCCCO (4-(4-piperidyloxy)-butanol). Yields the product Cl.FC(C1=CC=2N(C3=CC=CC=C3SC2C=C1)CCCN1CCC(CC1)OCCCCO)(F)F (2-trifluoromethyl-10-[3-(4-[4-hydroxybutoxy]-piperidino)-propyl]-phenothiazine hydrochloride). The yield is 38.7%. RXN SMILES: [F:1][C:2]([F:22])([F:21])[C:3]1[CH:16]=[CH:15][C:14]2[S:13][C:12]3[C:7](=[CH:8][CH:9]=[CH:10][CH:11]=3)[N:6]([CH2:17][CH2:18][CH2:19][Cl:20])[C:5]=2[CH:4]=1.[NH:23]1[CH2:28][CH2:27][CH:26]([O:29][CH2:30][CH2:31][CH2:32][CH2:33][OH:34])[CH2:25][CH2:24]1>>[ClH:20].[F:1][C:2]([F:22])([F:21])[C:3]1[CH:16]=[CH:15][C:14]2[S:13][C:12]3[C:7](=[CH:8][CH:9]=[CH:10][CH:11]=3)[N:6]([CH2:17][CH2:18][CH2:19][N:23]3[CH2:28][CH2:27][CH:26]([O:29][CH2:30][CH2:31][CH2:32][CH2:33][OH:34])[CH2:25][CH2:24]3)[C:5]=2[CH:4]=1 |f:2.3|. Procedure: Using the procedure of Example XI, 49.7 g (0.145 mole) of 2-trifluoromethyl-10-(3-chloropropyl)-phenothiazine and 25.5 g (0.145 mole) of 4-(4-piperidyloxy)-butanol were reacted to obtain 29 g (39% yield) of 2-trifluoromethyl-10-[3-(4-[4-hydroxybutoxy]-piperidino)-propyl]-phenothiazine hydrochloride in the form of white crystals melting at 67° C. Starting materials: COC([C@@H](NC(CC(CC(=O)OCC)C1=CC=CC=C1)=O)CO)=O ((±)-N-(4-ethoxycarbonyl-3-phenylbutanoyl) serine methyl ester), CC[N+](CC)(CC)S(=O)(=O)N=C([O-])OC (Burgess reagent). Solvent: C1CCOC1 (THF). Run at time 2 hour. The product is COC(=O)C1N=C(OC1)CC(CC(=O)OCC)C1=CC=CC=C1 (Ethyl (±)-4-(4-methoxycarbonyl-1,3-oxazolin-2-yl)-3-phenylbutanoate). Yield: 61.5%. Reaction SMILES: [CH3:1][O:2][C:3](=[O:24])[C@H:4]([CH2:22][OH:23])[NH:5][C:6](=O)[CH2:7][CH:8]([C:15]1[CH:20]=[CH:19][CH:18]=[CH:17][CH:16]=1)[CH2:9][C:10]([O:12][CH2:13][CH3:14])=[O:11].CC[N+](S(N=C(OC)[O-])(=O)=O)(CC)CC>C1COCC1>[CH3:1][O:2][C:3]([CH:4]1[CH2:22][O:23][C:6]([CH2:7][CH:8]([C:15]2[CH:20]=[CH:19][CH:18]=[CH:17][CH:16]=2)[CH2:9][C:10]([O:12][CH2:13][CH3:14])=[O:11])=[N:5]1)=[O:24]. Reported procedure: A solution of (±)-N-(4-ethoxycarbonyl-3-phenylbutanoyl) serine methyl ester (723 mg, 2.14 mmole) and Burgess reagent (613 mg, 2.57 mmole) in dry THF (10 mL) was heated at reflux under N2. After 2 hr, the mixture was cooled to RT and concentrated under reduced pressure. The residue was chromatographed on silica gel (50% EtOAc/hexanes) to give the title compound (420 mg, 61%) as a colorless oil: MS (ES) m/e 320 (M+H)+. The reactants are CS(=O)(=O)Cl, Nc1ccc(Sc2ccc(C(=O)Nc3ccc(Br)cc3)cc2[N+](=O)[O-])cc1, c1ccncc1. Yields the product CS(=O)(=O)Nc1ccc(Sc2ccc(C(=O)Nc3ccc(Br)cc3)cc2[N+](=O)[O-])cc1. RXN SMILES: [CH3:28][S:29]([Cl:30])(=[O:31])=[O:32].[NH2:1][c:2]1[cH:3][cH:4][c:5]([S:8][c:9]2[c:10]([N+:25](=[O:26])[O-:27])[cH:11][c:12]([C:13](=[O:14])[NH:15][c:16]3[cH:17][cH:18][c:19]([Br:22])[cH:20][cH:21]3)[cH:23][cH:24]2)[cH:6][cH:7]1.[cH:33]1[cH:34][cH:35][n:36][cH:37][cH:38]1>>[NH:1]([c:2]1[cH:3][cH:4][c:5]([S:8][c:9]2[c:10]([N+:25](=[O:26])[O-:27])[cH:11][c:12]([C:13](=[O:14])[NH:15][c:16]3[cH:17][cH:18][c:19]([Br:22])[cH:20][cH:21]3)[cH:23][cH:24]2)[cH:6][cH:7]1)[S:29]([CH3:28])(=[O:31])=[O:32]. Reactants: CO, Cl, O=C([O-])c1ccc(OCCNC(=O)c2oc3ccccc3c2COCC(F)(F)F)cc1, NO, [Na+], [OH-]. The product is O=C(NO)c1ccc(OCCNC(=O)c2oc3ccccc3c2COCC(F)(F)F)cc1. As a reaction SMILES: [CH3:37][OH:38].[ClH:36].[F:1][C:2]([CH2:3][O:4][CH2:5][c:6]1[c:7]([C:15](=[O:16])[NH:17][CH2:18][CH2:19][O:20][c:21]2[cH:22][cH:23][c:24]([C:25](=[O:26])[O-:27])[cH:28][cH:29]2)[o:8][c:9]2[c:10]1[cH:11][cH:12][cH:13][cH:14]2)([F:30])[F:31].[NH2:32][OH:33].[Na+:35].[OH-:34]>>[F:1][C:2]([CH2:3][O:4][CH2:5][c:6]1[c:7]([C:15](=[O:16])[NH:17][CH2:18][CH2:19][O:20][c:21]2[cH:22][cH:23][c:24]([C:25](=[O:26])[NH:32][OH:33])[cH:28][cH:29]2)[o:8][c:9]2[c:10]1[cH:11][cH:12][cH:13][cH:14]2)([F:30])[F:31]. Starting materials: Cn1cc(C#Cc2ccc(NC(=O)C3COCCN3C(=O)OC(C)(C)C)cc2)c(-c2cc(Cl)ccc2O)n1, ClCCl, O=C(Nc1ccc(C#Cc2cn(CCO)nc2-c2cc(Cl)ccc2O)cc1)C1CCCCN1, O=C(O)C(F)(F)F. Product: Cn1cc(C#Cc2ccc(NC(=O)C3COCCN3)cc2)c(-c2cc(Cl)ccc2O)n1. As a reaction SMILES: [C:34]([O:35][C:36](=[O:37])[N:41]1[CH:42]([C:47]([NH:48][c:49]2[cH:50][cH:51][c:52]([C:55]#[C:56][c:57]3[c:58](-[c:63]4[c:64]([OH:70])[cH:65][cH:66][c:67]([Cl:69])[cH:68]4)[n:59][n:60]([CH3:62])[cH:61]3)[cH:53][cH:54]2)=[O:71])[CH2:43][O:44][CH2:45][CH2:46]1)([CH3:38])([CH3:39])[CH3:40].[CH2:79]([Cl:80])[Cl:81].[Cl:1][c:2]1[cH:3][cH:4][c:5]([OH:6])[c:7](-[c:8]2[c:9]([C:10]#[C:11][c:12]3[cH:13][cH:14][c:15]([NH:16][C:17]([CH:18]4[CH2:19][CH2:20][CH2:21][CH2:22][NH:23]4)=[O:24])[cH:25][cH:26]3)[cH:27][n:28]([CH2:29][CH2:30][OH:31])[n:32]2)[cH:33]1.[F:72][C:73]([F:74])([F:75])[C:76]([OH:77])=[O:78]>>[NH:41]1[CH:42]([C:47]([NH:48][c:49]2[cH:50][cH:51][c:52]([C:55]#[C:56][c:57]3[c:58](-[c:63]4[c:64]([OH:70])[cH:65][cH:66][c:67]([Cl:69])[cH:68]4)[n:59][n:60]([CH3:62])[cH:61]3)[cH:53][cH:54]2)=[O:71])[CH2:43][O:44][CH2:45][CH2:46]1.